Dataset: the Open Reaction Database (ORD), a public repository of structured organic reaction records. Task: describe an organic reaction: reactants, conditions, products, and yield The reactants are CC(=O)O, CCOC(C)=O, CO, [H][H], CC(COc1ccc([N+](=O)[O-])c2ccccc12)c1ccnc(NC(=O)OC(C)(C)C)c1. The product is CC(COc1ccc(N)c2ccccc12)c1ccnc(NC(=O)OC(C)(C)C)c1. RXN SMILES: [C:32]([OH:33])(=[O:34])[CH3:35].[CH3:36][CH2:37][O:38][C:39]([CH3:40])=[O:41].[CH3:44][OH:45].[H:42][H:43].[N+:1]([O-:2])(=[O:3])[c:4]1[cH:5][cH:6][c:7]([O:14][CH2:15][CH:16]([CH3:17])[c:18]2[cH:19][c:20]([NH:24][C:25]([O:26][C:27]([CH3:28])([CH3:29])[CH3:30])=[O:31])[n:21][cH:22][cH:23]2)[c:8]2[cH:9][cH:10][cH:11][cH:12][c:13]12>>[NH2:1][c:4]1[cH:5][cH:6][c:7]([O:14][CH2:15][CH:16]([CH3:17])[c:18]2[cH:19][c:20]([NH:24][C:25]([O:26][C:27]([CH3:28])([CH3:29])[CH3:30])=[O:31])[n:21][cH:22][cH:23]2)[c:8]2[cH:9][cH:10][cH:11][cH:12][c:13]12.